Dataset: the Open Reaction Database (ORD), a public repository of structured organic reaction records. Task: describe an organic reaction: reactants, conditions, products, and yield The reactants are O=C(Cl)OCc1ccccc1, Cl, CC(C)(C)NC(=O)C1CCCN1C(=O)C(O)C(Cc1ccccc1)NC(=O)C(CC(N)=O)NC(=O)COC1CCC(N)CC1. Yields the product CC(C)(C)NC(=O)C1CCCN1C(=O)C(O)C(Cc1ccccc1)NC(=O)C(CC(N)=O)NC(=O)COC1CCC(NC(=O)OCc2ccccc2)CC1. Reaction SMILES: [CH2:46]([c:47]1[cH:48][cH:49][cH:50][cH:51][cH:52]1)[O:53][C:54](=[O:55])[Cl:56].[ClH:1].[NH2:2][CH:3]1[CH2:4][CH2:5][CH:6]([O:9][CH2:10][C:11](=[O:12])[NH:13][CH:14]([CH2:15][C:16]([NH2:17])=[O:18])[C:19](=[O:20])[NH:21][CH:22]([CH:23]([C:24](=[O:25])[N:26]2[CH:27]([C:28](=[O:29])[NH:30][C:31]([CH3:32])([CH3:33])[CH3:34])[CH2:35][CH2:36][CH2:37]2)[OH:38])[CH2:39][c:40]2[cH:41][cH:42][cH:43][cH:44][cH:45]2)[CH2:7][CH2:8]1>>[NH:2]([CH:3]1[CH2:4][CH2:5][CH:6]([O:9][CH2:10][C:11](=[O:12])[NH:13][CH:14]([CH2:15][C:16]([NH2:17])=[O:18])[C:19](=[O:20])[NH:21][CH:22]([CH:23]([C:24](=[O:25])[N:26]2[CH:27]([C:28](=[O:29])[NH:30][C:31]([CH3:32])([CH3:33])[CH3:34])[CH2:35][CH2:36][CH2:37]2)[OH:38])[CH2:39][c:40]2[cH:41][cH:42][cH:43][cH:44][cH:45]2)[CH2:7][CH2:8]1)[C:54]([O:53][CH2:46][c:47]1[cH:48][cH:49][cH:50][cH:51][cH:52]1)=[O:55]. Reactants: C(=O)C1=CC=C(C2=CC=CC=C12)OC1=CC=C(C#N)C=C1 (4-(4-formylnaphthalen-1-yloxy)benzonitrile), CC(CCN)C (3-methylbutylamine). Product: CC(CCNCC1=CC=C(C2=CC=CC=C12)OC1=CC=C(C#N)C=C1)C (4-{4-[(3-Methylbutylamino)methyl]naphthalen-1-yloxy}benzonitrile). As a reaction SMILES: [CH:1]([C:3]1[C:12]2[C:7](=[CH:8][CH:9]=[CH:10][CH:11]=2)[C:6]([O:13][C:14]2[CH:21]=[CH:20][C:17]([C:18]#[N:19])=[CH:16][CH:15]=2)=[CH:5][CH:4]=1)=O.[CH3:22][CH:23]([CH3:27])[CH2:24][CH2:25][NH2:26]>>[CH3:22][CH:23]([CH3:27])[CH2:24][CH2:25][NH:26][CH2:1][C:3]1[C:12]2[C:7](=[CH:8][CH:9]=[CH:10][CH:11]=2)[C:6]([O:13][C:14]2[CH:21]=[CH:20][C:17]([C:18]#[N:19])=[CH:16][CH:15]=2)=[CH:5][CH:4]=1. Procedure: Using the procedure outlined in Example 1, 4-(4-formylnaphthalen-1-yloxy)benzonitrile (Preparation 28) and 3-methylbutylamine were converted to the title compound: RT=2.88 min; m/z (ES+)=345.3 [M+H]+. Reactants: C1CCOC1, CN1CCOCC1, CCCc1cc(C(F)(F)F)ccc1C=C(C)C(=O)O, COc1nc(OC)nc([N+]2(C)CCOCC2)n1, [Cl-], Cl, CC(N)c1cc(F)c(NS(C)(=O)=O)c(F)c1, O. The product is CCCc1cc(C(F)(F)F)ccc1C=C(C)C(=O)NC(C)c1cc(F)c(NS(C)(=O)=O)c(F)c1. As a reaction SMILES: [CH2:63]1[O:64][CH2:65][CH2:66][CH2:67]1.[CH3:18][N:19]1[CH2:20][CH2:21][O:22][CH2:23][CH2:24]1.[CH3:25][C:26]([C:27](=[O:28])[OH:29])=[CH:30][c:31]1[c:32]([CH2:41][CH2:42][CH3:43])[cH:33][c:34]([C:37]([F:38])([F:39])[F:40])[cH:35][cH:36]1.[CH3:46][O:47][c:48]1[n:49][c:50]([O:51][CH3:52])[n:53][c:54]([N+:55]2([CH3:56])[CH2:57][CH2:58][O:59][CH2:60][CH2:61]2)[n:62]1.[Cl-:45].[ClH:17].[NH2:1][CH:2]([CH3:3])[c:4]1[cH:5][c:6]([F:16])[c:7]([NH:11][S:12](=[O:13])(=[O:14])[CH3:15])[c:8]([F:10])[cH:9]1.[OH2:44]>>[NH:1]([CH:2]([CH3:3])[c:4]1[cH:5][c:6]([F:16])[c:7]([NH:11][S:12](=[O:13])(=[O:14])[CH3:15])[c:8]([F:10])[cH:9]1)[C:27]([C:26]([CH3:25])=[CH:30][c:31]1[c:32]([CH2:41][CH2:42][CH3:43])[cH:33][c:34]([C:37]([F:38])([F:39])[F:40])[cH:35][cH:36]1)=[O:28]. The reactants are COC1=C(C=O)C=CC=C1OC (2,3-dimethoxybenzaldehyde), S1C(=S)NC(=O)C1 (rhodanine), C(C)(=O)[O-].[Na+] (sodium acetate), C(C)(=O)O (acetic acid). Solvent: O (water). The product is COC1=C(C=CC=C1OC)C=C1C(NC(S1)=S)=O (5-[(2,3-Dimethoxyphenyl)methylene]-2-thioxo-4-thiazolidinone). Isolated yield 95.6%. As a reaction SMILES: [CH3:1][O:2][C:3]1[C:10]([O:11][CH3:12])=[CH:9][CH:8]=[CH:7][C:4]=1[CH:5]=O.[S:13]1[CH2:19][C:17](=[O:18])[NH:16][C:14]1=[S:15].C([O-])(=O)C.[Na+].C(O)(=O)C>O>[CH3:1][O:2][C:3]1[C:10]([O:11][CH3:12])=[CH:9][CH:8]=[CH:7][C:4]=1[CH:5]=[C:19]1[S:13][C:14](=[S:15])[NH:16][C:17]1=[O:18] |f:2.3|. Reported procedure: A mixture of 2,3-dimethoxybenzaldehyde (5.2 g, 30 mmoles), rhodanine (4.0 g, 29 mmoles), sodium acetate (8.4 g, 102 mmoles), and acetic acid (50 ml) is stirred under an inert atmosphere and heated to reflux. After 4 hours the mixture is stirred into water (250 ml) and the precipitate is filtered off, rinsed successively with water (3X), ethanol (2X), and ether (2X), and dried to afford the pure product (7.8 g), mp 268°-269° C. Starting materials: CCC(CC)C(Nc1ccc(C(=O)OC)cc1)c1oc2ccc(F)cc2c1C, CCO, [Na+], C1CCOC1, [OH-]. Yields the product CCC(CC)C(Nc1ccc(C(=O)O)cc1)c1oc2ccc(F)cc2c1C. RXN SMILES: [CH2:1]([CH3:2])[CH:3]([CH:4]([c:5]1[o:6][c:7]2[c:8]([c:9]1[CH3:10])[cH:11][c:12]([F:15])[cH:13][cH:14]2)[NH:16][c:17]1[cH:18][cH:19][c:20]([C:21](=[O:22])[O:23][CH3:24])[cH:25][cH:26]1)[CH2:27][CH3:28].[CH3:36][CH2:37][OH:38].[Na+:35].[O:29]1[CH2:30][CH2:31][CH2:32][CH2:33]1.[OH-:34]>>[CH2:1]([CH3:2])[CH:3]([CH:4]([c:5]1[o:6][c:7]2[c:8]([c:9]1[CH3:10])[cH:11][c:12]([F:15])[cH:13][cH:14]2)[NH:16][c:17]1[cH:18][cH:19][c:20]([C:21](=[O:22])[OH:23])[cH:25][cH:26]1)[CH2:27][CH3:28]. Reactants: C1CNCCN1, Cc1cnc2c(Cl)nc(C(F)(F)F)cn12. Product: Cc1cnc2c(N3CCNCC3)nc(C(F)(F)F)cn12. RXN SMILES: [CH2:16]1[CH2:17][NH:18][CH2:19][CH2:20][NH:21]1.[Cl:1][c:2]1[c:3]2[n:4]([cH:5][c:6]([C:8]([F:9])([F:10])[F:11])[n:7]1)[c:12]([CH3:15])[cH:13][n:14]2>>[c:2]1([N:18]2[CH2:17][CH2:16][NH:21][CH2:20][CH2:19]2)[c:3]2[n:4]([cH:5][c:6]([C:8]([F:9])([F:10])[F:11])[n:7]1)[c:12]([CH3:15])[cH:13][n:14]2. Starting materials: CCO, [H][H], CCc1nc2c(cnn2CC)c(NC2CCOCC2)c1CN=[N+]=[N-]. The product is CCc1nc2c(cnn2CC)c(NC2CCOCC2)c1CN. Reaction SMILES: [CH3:27][CH2:28][OH:29].[H:25][H:26].[N:1](=[N+:2]=[N-:3])[CH2:4][c:5]1[c:6]([NH:18][CH:19]2[CH2:20][CH2:21][O:22][CH2:23][CH2:24]2)[c:7]2[c:8]([n:9][c:10]1[CH2:11][CH3:12])[n:13]([CH2:16][CH3:17])[n:14][cH:15]2>>[NH2:1][CH2:4][c:5]1[c:6]([NH:18][CH:19]2[CH2:20][CH2:21][O:22][CH2:23][CH2:24]2)[c:7]2[c:8]([n:9][c:10]1[CH2:11][CH3:12])[n:13]([CH2:16][CH3:17])[n:14][cH:15]2. Procedure: N,N-dimethyl-7-(piperazin-1-yl)benzofuran-2-carboxamide (0.09 g, 0.33 mmol) (Example 39d) was dissolved in ethanol (0.95 mL), and acetic acid (0.015 mL, 0.26 mmol) was added, followed by 2-(trifluoromethyl)-6-vinylpyridine (0.10 g, 0.58 mmol) (volatile) dissolved in ethanol (1.40 mL). The mixture was heated at 73° C. for 14 h in the microwave and then heated for another 48 h at 86° C. in an oilbath, and finally it was heated in the microwave for 15 min at 100° C. More 2-(trifluoromethyl)-6-vinyl... Reaction conditions: temperature 73 celsius. Reaction SMILES: [CH3:1][N:2]([CH3:20])[C:3]([C:5]1[O:6][C:7]2[C:13]([N:14]3[CH2:19][CH2:18][NH:17][CH2:16][CH2:15]3)=[CH:12][CH:11]=[CH:10][C:8]=2[CH:9]=1)=[O:4].C(O)(=O)C.[F:25][C:26]([F:36])([F:35])[C:27]1[CH:32]=[CH:31][CH:30]=[C:29]([CH:33]=[CH2:34])[N:28]=1>C(O)C>[CH3:1][N:2]([CH3:20])[C:3]([C:5]1[O:6][C:7]2[C:13]([N:14]3[CH2:19][CH2:18][N:17]([CH2:34][CH2:33][C:29]4[CH:30]=[CH:31][CH:32]=[C:27]([C:26]([F:36])([F:25])[F:35])[N:28]=4)[CH2:16][CH2:15]3)=[CH:12][CH:11]=[CH:10][C:8]=2[CH:9]=1)=[O:4]. Solvent: C(C)O (ethanol), C(C)O (ethanol), C(C)O (ethanol). Reactants: C(C)(=O)O (acetic acid), FC(C1=NC(=CC=C1)C=C)(F)F (2-(trifluoromethyl)-6-vinylpyridine), CN(C(=O)C=1OC2=C(C1)C=CC=C2N2CCNCC2)C (N,N-dimethyl-7-(piperazin-1-yl)benzofuran-2-carboxamide), FC(C1=NC(=CC=C1)C=C)(F)F (2-(trifluoromethyl)-6-vinylpyridine). The product is CN(C(=O)C=1OC2=C(C1)C=CC=C2N2CCN(CC2)CCC2=NC(=CC=C2)C(F)(F)F)C (N,N-dimethyl-7-(4-(2-(6-(trifluoromethyl)pyridin-2-yl)ethyl)piperazin-1-yl)benzofuran-2-carboxamide). Starting materials: compound, ClC1=NC=NC2=CC=C(C=C12)O (4-chloro-6-hydroxy-quinazoline), FC1=C(C(=CC=C1)S(=O)(=O)C)F (1,2-difluoro-3-(methylsulfonyl)benzene), NC=1N=NC=CC1 (3-amino-pyridazine). Yields the product FC1=C(OC=2C=C3C(=NC=NC3=CC2)NC=2N=NC=CC2)C(=CC=C1)S(=O)(=O)C (6-[2-Fluoro-6-(methylsulfonyl)phenoxy]-N-pyridazin-3-ylquinazolin-4-yl-amine). As a reaction SMILES: [F:1][C:2]1[CH:7]=[CH:6][CH:5]=[C:4]([S:8]([CH3:11])(=[O:10])=[O:9])[C:3]=1F.[NH2:13][C:14]1[N:15]=[N:16][CH:17]=[CH:18][CH:19]=1.Cl[C:21]1[C:30]2[C:25](=[CH:26][CH:27]=[C:28]([OH:31])[CH:29]=2)[N:24]=[CH:23][N:22]=1>>[F:1][C:2]1[CH:7]=[CH:6][CH:5]=[C:4]([S:8]([CH3:11])(=[O:10])=[O:9])[C:3]=1[O:31][C:28]1[CH:29]=[C:30]2[C:25](=[CH:26][CH:27]=1)[N:24]=[CH:23][N:22]=[C:21]2[NH:13][C:14]1[N:15]=[N:16][CH:17]=[CH:18][CH:19]=1. Procedure details: The compound of Example 143 was manufactured by the same method as in Example 95, by a similar method thereto or by a combination of such a method with a conventional method using 1,2-difluoro-3-(methylsulfonyl)benzene, 3-amino-pyridazine and 4-chloro-6-hydroxy-quinazoline.